From a dataset of the Open Reaction Database (ORD), a public repository of structured organic reaction records. describe an organic reaction: reactants, conditions, products, and yield The reactants are CC(c1ccccc1)N1CCC(C2(N(C)C(=O)OC(C)(C)C)CC2)C1=O, O=C([O-])[O-], [K+], [K+], C1CCOC1, O. Product: CC(c1ccccc1)N1CCC(C2(N(C)C(=O)OC(C)(C)C)CC2)C1. As a reaction SMILES: [C:1]([CH3:2])([CH3:3])([CH3:4])[O:5][C:6](=[O:7])[N:8]([CH3:9])[C:10]1([CH:13]2[C:14](=[O:26])[N:15]([CH:18]([CH3:19])[c:20]3[cH:21][cH:22][cH:23][cH:24][cH:25]3)[CH2:16][CH2:17]2)[CH2:11][CH2:12]1.[C:27](=[O:28])([O-:29])[O-:30].[K+:31].[K+:32].[O:34]1[CH2:35][CH2:36][CH2:37][CH2:38]1.[OH2:33]>>[C:1]([CH3:2])([CH3:3])([CH3:4])[O:5][C:6](=[O:7])[N:8]([CH3:9])[C:10]1([CH:13]2[CH2:14][N:15]([CH:18]([CH3:19])[c:20]3[cH:21][cH:22][cH:23][cH:24][cH:25]3)[CH2:16][CH2:17]2)[CH2:11][CH2:12]1. The reactants are C1(CC1)COC1=C(C=C(C(=O)O)C=C1)F (4-(cyclopropylmethoxy)-3-fluorobenzoic acid), C(C(=O)Cl)(=O)Cl (oxalyl dichloride). The reagents and catalysts are CN(C)C=O (DMF). Run in C1CCOC1 (THF). Run at time 30 minute. The product is C1(CC1)COC1=C(C=C(C(=O)Cl)C=C1)F (4-(cyclopropylmethoxy)-3-fluorobenzoyl chloride). As a reaction SMILES: [CH:1]1([CH2:4][O:5][C:6]2[CH:14]=[CH:13][C:9]([C:10](O)=[O:11])=[CH:8][C:7]=2[F:15])[CH2:3][CH2:2]1.C(Cl)(=O)C([Cl:19])=O>C1COCC1.CN(C=O)C>[CH:1]1([CH2:4][O:5][C:6]2[CH:14]=[CH:13][C:9]([C:10]([Cl:19])=[O:11])=[CH:8][C:7]=2[F:15])[CH2:3][CH2:2]1. Procedure: To a solution of 4-(cyclopropylmethoxy)-3-fluorobenzoic acid (1.57 g) in THF (50 mL) were added oxalyl dichloride (0.982 mL) and DMF (2 drops), and the mixture was stirred at room temperature for 30 min. The solvent was evaporated under reduced pressure to give 4-(cyclopropylmethoxy)-3-fluorobenzoyl chloride. This compound was used for the next reaction without further purification. Starting materials: ClCCN(C)C (2-chloro-N,N-dimethylethanamine), C(C1=CC=CC=C1)OC1=CC=C(C=C1)O (4-(benzyloxy)phenol), C(C1=CC=CC=C1)OC=1C=C(C=CC1)O (3-(benzyloxy)phenol). The product is C(C1=CC=CC=C1)OC1=CC=C(OCC(=O)N(C)C)C=C1 (2-(4-(benzyloxy)phenoxy)-N,N-dimethylacetamide). Reaction SMILES: Cl[CH2:2][CH2:3][N:4]([CH3:6])[CH3:5].[CH2:7]([O:14][C:15]1[CH:20]=[CH:19][C:18]([OH:21])=[CH:17][CH:16]=1)[C:8]1[CH:13]=[CH:12][CH:11]=[CH:10][CH:9]=1.C([O:29]C1C=C(O)C=CC=1)C1C=CC=CC=1>>[CH2:7]([O:14][C:15]1[CH:16]=[CH:17][C:18]([O:21][CH2:2][C:3]([N:4]([CH3:6])[CH3:5])=[O:29])=[CH:19][CH:20]=1)[C:8]1[CH:9]=[CH:10][CH:11]=[CH:12][CH:13]=1. Procedure details: The title compound was prepared by substituting 2-chloro-N,N-dimethylacetamide for 2-chloro-N,N-dimethylethanamine and 4-(benzyloxy)phenol for 3-(benzyloxy)phenol in EXAMPLE 39A. Reactants: FC(F)(F)c1ccc(C2NCCc3c(Br)cccc32)cc1, ClCCl, CC(C)(C)N=C=O. Product: CC(C)(C)NC(=O)N1CCc2c(Br)cccc2C1c1ccc(C(F)(F)F)cc1. RXN SMILES: [Br:1][c:2]1[c:3]2[c:8]([cH:9][cH:10][cH:11]1)[CH:7]([c:12]1[cH:13][cH:14][c:15]([C:18]([F:19])([F:20])[F:21])[cH:16][cH:17]1)[NH:6][CH2:5][CH2:4]2.[Cl:29][CH2:30][Cl:31].[N:22](=[C:23]=[O:24])[C:25]([CH3:26])([CH3:27])[CH3:28]>>[Br:1][c:2]1[c:3]2[c:8]([cH:9][cH:10][cH:11]1)[CH:7]([c:12]1[cH:13][cH:14][c:15]([C:18]([F:19])([F:20])[F:21])[cH:16][cH:17]1)[N:6]([C:23]([NH:22][C:25]([CH3:26])([CH3:27])[CH3:28])=[O:24])[CH2:5][CH2:4]2. Starting materials: C1(=CC=C(C=C1)C(=O)Cl)C (p-toluoyl chloride), N1C=C(C=C1)C(=O)OC (methyl pyrrole-3-carboxylate). Product: CC1=CC=C(C(=O)C2=CC(=CN2)C(=O)OC)C=C1 (methyl 5-(4-methylbenzoyl)pyrrole-3-carboxylate). RXN SMILES: [C:1]1([CH3:10])[CH:6]=[CH:5][C:4]([C:7](Cl)=[O:8])=[CH:3][CH:2]=1.[NH:11]1[CH:15]=[CH:14][C:13]([C:16]([O:18][CH3:19])=[O:17])=[CH:12]1>>[CH3:10][C:1]1[CH:6]=[CH:5][C:4]([C:7]([C:15]2[NH:11][CH:12]=[C:13]([C:16]([O:18][CH3:19])=[O:17])[CH:14]=2)=[O:8])=[CH:3][CH:2]=1. Procedure details: Following the procedure of Example 64, p-toluoyl chloride (3.09 g., 20 mmoles) and methyl pyrrole-3-carboxylate were reacted to form methyl 5-(4-methylbenzoyl)pyrrole-3-carboxylate (2.9 g., m.p. 155°-159° C., m/e 243). Reactants: S1N=NC2=C1C(=CC=C2)C(=O)Cl (benzo-1,2,3-thiadiazole-7-carboxylic acid chloride), N1=C(C=CC=C1C)C (2,6-lutidine). Reagents/catalysts: [Pd] (palladium/charcoal), [Pd] (palladium/charcoal). The solvent is C(C)(=O)OCC (ethyl acetate), O1CCCC1 (tetrahydrofuran), O1CCCC1 (tetrahydrofuran). The product is S1N=NC2=C1C(=CC=C2)C=O (benzo-1,2,3-thiadiazole-7-carbaldehyde). As a reaction SMILES: [S:1]1[C:5]2[C:6]([C:10](Cl)=[O:11])=[CH:7][CH:8]=[CH:9][C:4]=2[N:3]=[N:2]1.N1C(C)=CC=CC=1C>C(OCC)(=O)C.O1CCCC1.[Pd]>[S:1]1[C:5]2[C:6]([CH:10]=[O:11])=[CH:7][CH:8]=[CH:9][C:4]=2[N:3]=[N:2]1. Procedure details: 99 g of benzo-1,2,3-thiadiazole-7-carboxylic acid chloride are dissolved in 1.2 l of ethyl acetate, the mixture is treated at 0°-5° C. with a solution of 58.7 g of 2,6-lutidine in 200 ml of tetrahydrofuran as well as 33 g of palladium/charcoal catalyst (5% Pd), and hydrogenated under low pressure (104Pa) with a further addition of a total of 57 g of palladium/charcoal catalyst and 500 ml of tetrahydrofuran in 5 portions. The catalyst is subsequently removed by filtration and washed with tetrahyd... Starting materials: CS(=O)(=O)Cl, CCOC(C)=O, Cl, CC(C)C(=O)OCC(O)(CO)c1ccc(F)cc1F, c1ccncc1. Product: CC(C)C(=O)OCC(O)(COS(C)(=O)=O)c1ccc(F)cc1F. As a reaction SMILES: [CH3:20][S:21]([Cl:22])(=[O:23])=[O:24].[CH3:32][CH2:33][O:34][C:35](=[O:36])[CH3:37].[ClH:31].[F:1][c:2]1[c:3]([C:9]([CH2:10][OH:11])([CH2:12][O:13][C:14]([CH:15]([CH3:16])[CH3:17])=[O:18])[OH:19])[cH:4][cH:5][c:6]([F:8])[cH:7]1.[cH:25]1[cH:26][cH:27][n:28][cH:29][cH:30]1>>[F:1][c:2]1[c:3]([C:9]([CH2:10][O:11][S:21]([CH3:20])(=[O:23])=[O:24])([CH2:12][O:13][C:14]([CH:15]([CH3:16])[CH3:17])=[O:18])[OH:19])[cH:4][cH:5][c:6]([F:8])[cH:7]1.